From a dataset of the Open Reaction Database (ORD), a public repository of structured organic reaction records. describe an organic reaction: reactants, conditions, products, and yield Reactants: C(=O)(Cl)Cl (phosgene), N (ammonia), C(C)(C)N(N)C#N (1-isopropyl-1-cyanohydrazine), solution, O1CCCC1 (tetrahydrofuran). Yields the product ammonium salt, C(C)(C)N1N=C(N=C1Cl)O (1-isopropyl-3-hydroxy-5-chloro-1,2,4-triazole). RXN SMILES: [CH:1]([N:4]([C:6]#[N:7])[NH2:5])([CH3:3])[CH3:2].C(Cl)([Cl:10])=O.N.[O:13]1[CH2:17]CCC1>>[CH:1]([N:4]1[C:6]([Cl:10])=[N:7][C:17]([OH:13])=[N:5]1)([CH3:3])[CH3:2]. Procedure: A preferred embodiment of the improved process according to the present invention comprises reacting 1-isopropyl-1-cyanohydrazine in the form of a 6-8 percent solution in tetrahydrofuran with phosgene at a temperature of between 0°-30° C., treating the reaction mixture with anhydrous ammonia to form the ammonium salt of 1-isopropyl-3-hydroxy-5-chloro-1,2,4-triazole, which precipitates almost totally from the tetrahydrofuran reaction mass, and liberating from said isolated salt 1-isopropyl-3-hydr...